This data is from the Open Reaction Database (ORD), a public repository of structured organic reaction records. The task is: describe an organic reaction: reactants, conditions, products, and yield The reactants are Cl (hydrochloric acid), [Cl-].[Na+] (sodium chloride), [Cl-].COC[P+](C1=CC=CC=C1)(C1=CC=CC=C1)C1=CC=CC=C1 (methoxymethyltriphenyl phosphonium chloride), FC=1C=CC(=NC1)N1N=C(C=C1)C=O (1-(5-fluoropyridin-2-yl)-1H-pyrazole-3-carbaldehyde), Example 29. The solvent is CCOC(=O)C (EtOAc), C1CCOC1 (THF), C(CCC)[Li] (n-butyl lithium), CCCCCC (hexane), C1CCOC1 (THF), CN(P(N(C)C)(N(C)C)=O)C (hexamethylphosphoric triamide), O (water). Run at temperature -78 celsius, time 30 minute. Product: FC=1C=CC(=NC1)N1N=C(C=C1)CC=O ([1-(5-Fluoropyridin-2-yl)-1H-pyrazol-3-yl]acetaldehyde). Reaction SMILES: [Cl-].[CH3:2][O:3]C[P+](C1C=CC=CC=1)(C1C=CC=CC=1)C1C=CC=CC=1.[F:24][C:25]1[CH:26]=[CH:27][C:28]([N:31]2[CH:35]=[CH:34][C:33]([CH:36]=O)=[N:32]2)=[N:29][CH:30]=1.[Cl-].[Na+].Cl>C1COCC1.C([Li])CCC.O.CCOC(C)=O.CN(C)P(=O)(N(C)C)N(C)C.CCCCCC>[F:24][C:25]1[CH:26]=[CH:27][C:28]([N:31]2[CH:35]=[CH:34][C:33]([CH2:36][CH:2]=[O:3])=[N:32]2)=[N:29][CH:30]=1 |f:0.1,3.4|. Procedure details: To a solution of methoxymethyltriphenyl phosphonium chloride (5.4 g, 15.7 mmol) in THF (50 mL), n-butyl lithium (a 2.6 mol/L hexane solution, 6.3 mL, 16.5 mmol) was added under cooling at −78° C., and the resulting mixture was stirred for 30 minutes. The reaction mixture was heated to 0° C., a solution of 1-(5-fluoropyridin-2-yl)-1H-pyrazole-3-carbaldehyde obtained in Reference Example 29 (1.5 g, 7.9 mmol) and hexamethylphosphoric triamide (0.5 mL) in THF (50 mL) was added thereto, the resulting... Starting materials: CO, [Na+], CCOC(=O)c1sc(N2CCOCC2)nc1C(F)(F)F, [OH-], O. Yields the product O=C(O)c1sc(N2CCOCC2)nc1C(F)(F)F. Reaction SMILES: [CH3:24][OH:25].[Na+:22].[O:1]1[CH2:2][CH2:3][N:4]([c:7]2[s:8][c:9]([C:16](=[O:17])[O:18][CH2:19][CH3:20])[c:10]([C:12]([F:13])([F:14])[F:15])[n:11]2)[CH2:5][CH2:6]1.[OH-:21].[OH2:23]>>[O:1]1[CH2:2][CH2:3][N:4]([c:7]2[s:8][c:9]([C:16](=[O:17])[OH:18])[c:10]([C:12]([F:13])([F:14])[F:15])[n:11]2)[CH2:5][CH2:6]1. Reactants: COC(=O)C=1NN=C(C1)OCC=1C(=NOC1C)C1=CC=CC=C1 (5-(5-methyl-3-phenyl-isoxazol-4-ylmethoxy)-2H-pyrazole-3-carboxylic acid methyl ester), C(C)(C)N (isopropylamine). The product is C(C)(C)NC(=O)C=1NN=C(C1)OCC=1C(=NOC1C)C1=CC=CC=C1 (5-(5-Methyl-3-phenyl-isoxazol-4-ylmethoxy)-2H-pyrazole-3-carboxylic acid isopropylamide). The yield is 13.0%. RXN SMILES: CO[C:3]([C:5]1[NH:6][N:7]=[C:8]([O:10][CH2:11][C:12]2[C:13]([C:18]3[CH:23]=[CH:22][CH:21]=[CH:20][CH:19]=3)=[N:14][O:15][C:16]=2[CH3:17])[CH:9]=1)=[O:4].[CH:24]([NH2:27])([CH3:26])[CH3:25]>>[CH:24]([NH:27][C:3]([C:5]1[NH:6][N:7]=[C:8]([O:10][CH2:11][C:12]2[C:13]([C:18]3[CH:19]=[CH:20][CH:21]=[CH:22][CH:23]=3)=[N:14][O:15][C:16]=2[CH3:17])[CH:9]=1)=[O:4])([CH3:26])[CH3:25]. Reported procedure: As described for example 1b, 5-(5-methyl-3-phenyl-isoxazol-4-ylmethoxy)-2H-pyrazole-3-carboxylic acid methyl ester (100 mg, 0.32 mmol) was converted, using isopropylamine instead of morpholine, to the title compound (14 mg, 13%), which was obtained as a colorless oil. MS: m/e=341.3 [M+H]+. Starting materials: [Cl-].O[NH3+] (hydroxylammonium chloride), C(O)([O-])=O.[Na+] (sodium hydrogen carbonate), CS(=O)C (dimethyl sulfoxide), C(CCC)C=1N=C(N(C(C1CC1=CC=C(C=C1)C=1C(=CC=CC1)C#N)=O)C1=CC(=C(C=C1)OC)C)C (4′-{[4-butyl-1-(4-methoxy-3-methylphenyl)-2-methyl-6-oxo-1,6-dihydropyrimidin-5-yl]methyl}biphenyl-2-carbonitrile). Run in O (water), C(C)(=O)OCC (ethyl acetate). Run at temperature 40 celsius, time 30 minute. Yields the product C(CCC)C1=C(C(N(C(=N1)C)C1=CC(=C(C=C1)OC)C)=O)CC1=CC=C(C=C1)C1=C(C=CC=C1)C1=NOC(N1)=O (6-butyl-3-(4-methoxy-3-methylphenyl)-2-methyl-5-{[2′-(5-oxo-4,5-dihydro-1,2,4-oxadiazol-3-yl)biphenyl-4-yl]methyl}pyrimidin-4(3H)-one). The yield is 65.2%. RXN SMILES: [Cl-].O[NH3+:3].[C:4](=[O:7])([O-])[OH:5].[Na+].CS(C)=O.[CH2:13]([C:17]1[N:18]=[C:19]([CH3:48])[N:20]([C:39]2[CH:44]=[CH:43][C:42]([O:45][CH3:46])=[C:41]([CH3:47])[CH:40]=2)[C:21](=[O:38])[C:22]=1[CH2:23][C:24]1[CH:29]=[CH:28][C:27]([C:30]2[C:31]([C:36]#[N:37])=[CH:32][CH:33]=[CH:34][CH:35]=2)=[CH:26][CH:25]=1)[CH2:14][CH2:15][CH3:16]>O.C(OCC)(=O)C>[CH2:13]([C:17]1[N:18]=[C:19]([CH3:48])[N:20]([C:39]2[CH:44]=[CH:43][C:42]([O:45][CH3:46])=[C:41]([CH3:47])[CH:40]=2)[C:21](=[O:38])[C:22]=1[CH2:23][C:24]1[CH:25]=[CH:26][C:27]([C:30]2[CH:35]=[CH:34][CH:33]=[CH:32][C:31]=2[C:36]2[NH:3][C:4](=[O:7])[O:5][N:37]=2)=[CH:28][CH:29]=1)[CH2:14][CH2:15][CH3:16] |f:0.1,2.3|. Reported procedure: A mixture of hydroxylammonium chloride (1.5 g), sodium hydrogen carbonate (2.3 g) and dimethyl sulfoxide (10 mL) was stirred at 40° C. for 30 min, 4′-{[4-butyl-1-(4-methoxy-3-methylphenyl)-2-methyl-6-oxo-1,6-dihydropyrimidin-5-yl]methyl}biphenyl-2-carbonitrile (1.31 g) was added, and the mixture was stirred at 90° C. for 18 hr. The reaction mixture was allowed to cool to room temperature, ethyl acetate and water were added, and the mixture was extracted with ethyl acetate. The organic layer was ...